Dataset: the Open Reaction Database (ORD), a public repository of structured organic reaction records. Task: describe an organic reaction: reactants, conditions, products, and yield Starting materials: C(C1=CC=CC=C1)OC(=O)N[C@@H](CC1=CC=CC=C1)C(=O)O (N-Benzyloxycarbonyl-L-phenylalanine), C1=CC(=CC=C1[N+](=O)[O-])O (p-nitrophenol), C1(CCCCC1)N=C=NC1CCCCC1 (dicyclohexylcarbodiimide). Run in O1CCCC1 (tetrahydrofuran). Conditions: time 4 hour. Product: [N+](=O)([O-])C1=CC=C(C=C1)OC([C@@H](NC(=O)OCC1=CC=CC=C1)CC1=CC=CC=C1)=O (N-benzyloxycarbonyl-L-phenylalanine-p-nitrophenyl ester). RXN SMILES: [CH2:1]([O:8][C:9]([NH:11][C@H:12]([C:20]([OH:22])=[O:21])[CH2:13][C:14]1[CH:19]=[CH:18][CH:17]=[CH:16][CH:15]=1)=[O:10])[C:2]1[CH:7]=[CH:6][CH:5]=[CH:4][CH:3]=1.[CH:23]1[C:28]([N+:29]([O-:31])=[O:30])=[CH:27][CH:26]=[C:25](O)[CH:24]=1.C1(N=C=NC2CCCCC2)CCCCC1>O1CCCC1>[N+:29]([C:28]1[CH:23]=[CH:24][C:25]([O:21][C:20](=[O:22])[C@H:12]([CH2:13][C:14]2[CH:19]=[CH:18][CH:17]=[CH:16][CH:15]=2)[NH:11][C:9]([O:8][CH2:1][C:2]2[CH:3]=[CH:4][CH:5]=[CH:6][CH:7]=2)=[O:10])=[CH:26][CH:27]=1)([O-:31])=[O:30]. Reported procedure: N-Benzyloxycarbonyl-L-phenylalanine (2.99 g) and p-nitrophenol (1.39 g) are dissolved in tetrahydrofuran (30 ml), and dicyclohexylcarbodiimide (2.1 g) is added thereto under ice-cooling. The mixture is stirred at room temperature for four hours and insoluble materials are filtered off. Ethyl acetate is added to the filtrate and the mixture is washed with an aqueous sodium bicarbonate solution and an aqueous sodium chloride solution, dried, and then concentrated to remove solvent. Hexane is added... The reactants are C(C1=CC=CC=C1)N1CCN(CC1)C(NC1=CC=C(C=C1)OC)=O (N-benzyl-N'-(4-methoxyphenylcarbamoyl)piperazine). Reagents/catalysts: [C].[Pd] (palladium-carbon). The product is COC1=CC=C(C=C1)NC(=O)N1CCNCC1 (N-(4-methoxyphenylcarbamoyl)piperazine). Isolated yield 81.7%. Reaction SMILES: C([N:8]1[CH2:13][CH2:12][N:11]([C:14](=[O:24])[NH:15][C:16]2[CH:21]=[CH:20][C:19]([O:22][CH3:23])=[CH:18][CH:17]=2)[CH2:10][CH2:9]1)C1C=CC=CC=1>[C].[Pd]>[CH3:23][O:22][C:19]1[CH:20]=[CH:21][C:16]([NH:15][C:14]([N:11]2[CH2:12][CH2:13][NH:8][CH2:9][CH2:10]2)=[O:24])=[CH:17][CH:18]=1 |f:1.2|. Procedure details: Suspension of 3.25 g. (10 mmole) of N-benzyl-N'-(4-methoxyphenylcarbamoyl)piperazine and 0.10 g. of 5%-palladium-carbon was stirred under hydrogen at 60° C. for 7 hours. After the catalyst was filtered off, ethanol was evaporated under reduced pressure to give 1.92 g. of the desired product as oily substance. The reactants are CC#N, CS(C)=O, ClC(Cl)Cl, OC(c1ccccc1)(c1ccccc1)C12CCN(CC1)CC2, O=C(CBr)c1cc2ccccc2o1. The product is [Br-], O=C(C[N+]12CCC(C(O)(c3ccccc3)c3ccccc3)(CC1)CC2)c1cc2ccccc2o1. Reaction SMILES: [CH3:36][C:37]#[N:38].[CH3:43][S:44]([CH3:45])=[O:46].[Cl:39][CH:40]([Cl:41])[Cl:42].[N:1]12[CH2:2][CH2:3][C:4]([C:9]([OH:10])([c:11]3[cH:12][cH:13][cH:14][cH:15][cH:16]3)[c:17]3[cH:18][cH:19][cH:20][cH:21][cH:22]3)([CH2:5][CH2:6]1)[CH2:7][CH2:8]2.[o:23]1[c:24]([C:32]([CH2:33][Br:34])=[O:35])[cH:25][c:26]2[c:27]1[cH:28][cH:29][cH:30][cH:31]2>>[Br-:34].[N+:1]12([CH2:33][C:32]([c:24]3[o:23][c:27]4[c:26]([cH:25]3)[cH:31][cH:30][cH:29][cH:28]4)=[O:35])[CH2:2][CH2:3][C:4]([C:9]([OH:10])([c:11]3[cH:12][cH:13][cH:14][cH:15][cH:16]3)[c:17]3[cH:18][cH:19][cH:20][cH:21][cH:22]3)([CH2:5][CH2:6]1)[CH2:7][CH2:8]2. The reactants are O1CCCC1 (tetrahydrofuran), C(=O)(O)CCN(C(=O)N1[C@H](C(=O)OCC2=CC=CC=C2)CCC1)C (1-[[(2-Carboxyethyl)methylamino]carbonyl]-L-proline, phenylmethyl ester), C1(=CC=CC=C1)C=1OC(C(N1)CCCC)=O (2-phenyl-4-butyl-5(4H)-oxazolone), O1CCCC1 (tetrahydrofuran), C(C(=O)Cl)(=O)Cl (oxalyl chloride). The reagents and catalysts are CN(C=O)C (dimethylformamide). Solvent: C(C)N(CC)CC (Triethylamine). Conditions: time 1 hour. Product: C(C1=CC=CC=C1)(=O)NC(C(CN(C(=O)N1[C@H](C(=O)OCC2=CC=CC=C2)CCC1)C)=O)CCCC ((±)-1-[[[3-(benzoylamino)-2-oxoheptyl]methylamino]carbonyl]-L-proline, phenylmethyl ester). The yield is 15.4%. As a reaction SMILES: C(C[CH2:5][N:6]([CH3:24])[C:7]([N:9]1[CH2:23][CH2:22][CH2:21][C@H:10]1[C:11]([O:13][CH2:14][C:15]1[CH:20]=[CH:19][CH:18]=[CH:17][CH:16]=1)=[O:12])=[O:8])(O)=O.O1CCCC1.C(Cl)(=O)C(Cl)=O.[C:36]1([C:42]2[O:43][C:44](=[O:51])[CH:45]([CH2:47][CH2:48][CH2:49][CH3:50])[N:46]=2)[CH:41]=[CH:40][CH:39]=[CH:38][CH:37]=1>CN(C)C=O.C(N(CC)CC)C>[C:42]([NH:46][CH:45]([CH2:47][CH2:48][CH2:49][CH3:50])[C:44](=[O:51])[CH2:5][N:6]([CH3:24])[C:7]([N:9]1[CH2:23][CH2:22][CH2:21][C@H:10]1[C:11]([O:13][CH2:14][C:15]1[CH:20]=[CH:19][CH:18]=[CH:17][CH:16]=1)=[O:12])=[O:8])(=[O:43])[C:36]1[CH:41]=[CH:40][CH:39]=[CH:38][CH:37]=1. Procedure: 1-[[(2-Carboxyethyl)methylamino]carbonyl]-L-proline, phenylmethyl ester (4.8 g., 15 mmole) is taken into 50 ml. of dry tetrahydrofuran with stirring in an ice bath. To this is added dropwise oxalyl chloride (1.58 ml., 18 mmole) followed by 4 drops of dimethylformamide. After 20 minutes the bath is removed and the reaction is run for one hour at room temperature before concentrating to dryness. This material is taken into 30 ml. of tetrahydrofuran, chilled and added dropwise to 2-phenyl-4-butyl-5... Reactants: Brc1nc(cs1)C(=O)Nc2ccccc2N3CCNCC3, Cc1cc(O)ccc1B2OC(C)(C)C(C)(C)O2. The reagents and catalysts are CCN=P(N=P(N(C)C)(N(C)C)N(C)C)(N(C)C)N(C)C (P2-Et), CC(C)c1cc(C(C)C)c(-c2ccccc2[PH](C(C)(C)C)(C(C)(C)C)[Pd]2(OS(C)(=O)=O)Nc3ccccc3-c3ccccc32)c(C(C)C)c1 (tBuXphos G3). Solvent: CS(C)=O (DMSO), O (water), CS(C)=O (DMSO), CS(C)=O (DMSO), CS(C)=O (DMSO). Run at time 22 hour. The product is Cc1cc(O)ccc1c2nc(cs2)C(=O)Nc3ccccc3N4CCNCC4, Brc1nc(cs1)C(=O)Nc2ccccc2N3CCNCC3, c1ccc(-c2ccccc2)cc1.